Dataset: the Open Reaction Database (ORD), a public repository of structured organic reaction records. Task: describe an organic reaction: reactants, conditions, products, and yield The reactants are C(C1=CC=CC=C1)OCCCCN1C(NC(C1=O)(C)C)(C)C (3-(4-(benzyloxy)butyl)-2,2,5,5-tetramethylimidazolidin-4-one). The reagents and catalysts are [Pd] (palladium). The solvent is C(C)O (ethanol). Reaction conditions: time 18 hour. The product is OCCCCN1C(NC(C1=O)(C)C)(C)C (3-(4-hydroxybutyl)-2,2,5,5-tetramethylimidazolidin-4-one). The yield is 26.2%. RXN SMILES: C([O:8][CH2:9][CH2:10][CH2:11][CH2:12][N:13]1[C:17](=[O:18])[C:16]([CH3:20])([CH3:19])[NH:15][C:14]1([CH3:22])[CH3:21])C1C=CC=CC=1>C(O)C.[Pd]>[OH:8][CH2:9][CH2:10][CH2:11][CH2:12][N:13]1[C:17](=[O:18])[C:16]([CH3:20])([CH3:19])[NH:15][C:14]1([CH3:22])[CH3:21]. Reported procedure: 3-(4-(benzyloxy)butyl)-2,2,5,5-tetramethylimidazolidin-4-one (3.40 g, 11.2 mmol), was dissolved in ethanol (100 ml), and palladium (10% on carbon, 410 mg, 0.4 mmol) was added to the solution. The flask was purged several times with nitrogen, and then several times with hydrogen. The reaction was stirred at room temperature for 18 hours under hydrogen. The mixture was filtered and purified by silica gel column chromatography (0 to 20% methanol in dichloromethane) to give 628 mg (26%) the title co...